Task: describe an organic reaction: reactants, conditions, products, and yield. Dataset: the Open Reaction Database (ORD), a public repository of structured organic reaction records Starting materials: C(C1=CC=CC=C1)=C1CCN2C1=NC=1C=C(C=CC1C2=O)NC(=O)\C=C/C(=O)O ((Z)-3-[N-(3-benzylidene-9-oxo-1,2,3,9-tetrahydro-pyrrolo[2,1-b]quinazolin-6-yl)-aminocarbonyl]-2-propenoic acid), B(F)(F)F.CCOCC (boron trifluoride etherate). Run in CO (methanol). Yields the product C(C1=CC=CC=C1)=C1CCN2C1=NC=1C=C(C=CC1C2=O)NC(=O)\C=C/C(=O)OC ((Z)-3-[N-(3-benzylidene-9-oxo-1,2,3,9-tetrahydro-pyrrolo[2,1-b]quinazolin-6-yl)-aminocarbonyl]-2-propenoic acid, methyl ester). Reaction SMILES: [CH:1](=[C:8]1[C:12]2=[N:13][C:14]3[CH:15]=[C:16]([NH:22][C:23](/[CH:25]=[CH:26]\[C:27]([OH:29])=[O:28])=[O:24])[CH:17]=[CH:18][C:19]=3[C:20](=[O:21])[N:11]2[CH2:10][CH2:9]1)[C:2]1[CH:7]=[CH:6][CH:5]=[CH:4][CH:3]=1.B(F)(F)F.[CH3:34]COCC>CO>[CH:1](=[C:8]1[C:12]2=[N:13][C:14]3[CH:15]=[C:16]([NH:22][C:23](/[CH:25]=[CH:26]\[C:27]([O:29][CH3:34])=[O:28])=[O:24])[CH:17]=[CH:18][C:19]=3[C:20](=[O:21])[N:11]2[CH2:10][CH2:9]1)[C:2]1[CH:3]=[CH:4][CH:5]=[CH:6][CH:7]=1 |f:1.2|. Procedure: (Z)-3-[N-(3-benzylidene-9-oxo-1,2,3,9-tetrahydro-pyrrolo[2,1-b]quinazolin-6-yl)-aminocarbonyl]-2-propenoic acid (1.22 g) was heated in anhydrous methanol (190 ml) containing boron trifluoride etherate (1.58 ml) at reflux temperature for 8 hours. The reaction mixture was concentrated to a small volume in vacuo and the precipitate was filtered and washed with water until neutral to give 1.1 g of (Z)-3-[N-(3-benzylidene-9-oxo-1,2,3,9-tetrahydro-pyrrolo[2,1-b]quinazolin-6-yl)-aminocarbonyl]-2-propen... The reactants are Cc1cccc(C(=O)Cl)c1C, COc1cc2nccc(Oc3ccc(N)cc3)c2cc1OC, Cc1cccc(C(=O)N=C=S)c1C, Cc1cccc(C(=O)O)c1C, Cc1ccccc1, CCO, O=S(Cl)Cl. The product is COc1cc2nccc(Oc3ccc(NC(=S)NC(=O)c4cccc(C)c4C)cc3)c2cc1OC. As a reaction SMILES: [CH3:16][c:17]1[c:18]([CH3:19])[cH:20][cH:21][cH:22][c:23]1[C:24]([Cl:25])=[O:26].[CH3:27][O:28][c:29]1[cH:30][c:31]2[c:32]([O:41][c:42]3[cH:43][cH:44][c:45]([NH2:46])[cH:47][cH:48]3)[cH:33][cH:34][n:35][c:36]2[cH:37][c:38]1[O:39][CH3:40].[CH3:49][c:50]1[c:51]([C:57](=[O:58])[N:59]=[C:60]=[S:61])[cH:52][cH:53][cH:54][c:55]1[CH3:56].[CH3:5][c:6]1[c:7]([CH3:8])[cH:9][cH:10][cH:11][c:12]1[C:13]([OH:14])=[O:15].[CH3:62][c:63]1[cH:64][cH:65][cH:66][cH:67][cH:68]1.[CH3:69][CH2:70][OH:71].[S:1]([Cl:2])([Cl:3])=[O:4]>>[CH3:27][O:28][c:29]1[cH:30][c:31]2[c:32]([O:41][c:42]3[cH:43][cH:44][c:45]([NH:46][C:60]([NH:59][C:57]([c:51]4[c:50]([CH3:49])[c:55]([CH3:56])[cH:54][cH:53][cH:52]4)=[O:58])=[S:61])[cH:47][cH:48]3)[cH:33][cH:34][n:35][c:36]2[cH:37][c:38]1[O:39][CH3:40]. Starting materials: solution, [OH-].[Na+] (sodium hydroxide), COC=1C=C2C(=CC=NC2=CC1OC)OC1=C(C=C(C=C1)NC(COC1=C(C=CC=C1)C)=O)C (N1-{4-[(6,7-Dimethoxy-4-quinolyl)oxy]-3-methylphenyl}-2-(2-methylphenoxy)acetamide), Cl (hydrochloric acid). The solvent is O1CCCC1 (tetrahydrofuran), O1CCCC1 (tetrahydrofuran). Run at temperature 0 celsius. Product: COC=1C=C2C(=CC=NC2=CC1OC)OC1=C(C=C(C=C1)NCCOC1=C(C=CC=C1)C)C (N-{4-[(6,7-Dimethoxy-4-quinolyl)oxy]-3-methylphenyl}-N-[2-(2-methylphenoxy)ethyl]amine). The yield is 79.9%. Reaction SMILES: [CH3:1][O:2][C:3]1[CH:4]=[C:5]2[C:10](=[CH:11][C:12]=1[O:13][CH3:14])[N:9]=[CH:8][CH:7]=[C:6]2[O:15][C:16]1[CH:21]=[CH:20][C:19]([NH:22][C:23](=O)[CH2:24][O:25][C:26]2[CH:31]=[CH:30][CH:29]=[CH:28][C:27]=2[CH3:32])=[CH:18][C:17]=1[CH3:34].Cl.[OH-].[Na+]>O1CCCC1>[CH3:1][O:2][C:3]1[CH:4]=[C:5]2[C:10](=[CH:11][C:12]=1[O:13][CH3:14])[N:9]=[CH:8][CH:7]=[C:6]2[O:15][C:16]1[CH:21]=[CH:20][C:19]([NH:22][CH2:23][CH2:24][O:25][C:26]2[CH:31]=[CH:30][CH:29]=[CH:28][C:27]=2[CH3:32])=[CH:18][C:17]=1[CH3:34] |f:2.3|. Procedure details: N1-{4-[(6,7-Dimethoxy-4-quinolyl)oxy]-3-methylphenyl}-2-(2-methylphenoxy)acetamide (200 mg) was dissolved in tetrahydrofuran (10 ml) to prepare a solution. A 1 M solution (1.3 ml) of a borane-tetrahydrofuran complex in tetrahydrofuran was then added to the solution, and the mixture was stirred with heating under reflux for 2 hr. The reaction solution was cooled to 0° C. and was adjusted to pH=1 by the addition of 1 N hydrochloric acid, followed by stirring with heating under reflux for 30 min. T... The reactants are COc1cccc(CCl)c1, Fc1ccc(C2CCC(N3CCNCC3)CC2)cc1. The product is COc1cccc(CN2CCN(C3CCC(c4ccc(F)cc4)CC3)CC2)c1. As a reaction SMILES: [CH3:20][O:21][c:22]1[cH:23][c:24]([CH2:25][Cl:26])[cH:27][cH:28][cH:29]1.[F:1][c:2]1[cH:3][cH:4][c:5]([CH:8]2[CH2:9][CH2:10][CH:11]([N:14]3[CH2:15][CH2:16][NH:17][CH2:18][CH2:19]3)[CH2:12][CH2:13]2)[cH:6][cH:7]1>>[F:1][c:2]1[cH:3][cH:4][c:5]([CH:8]2[CH2:9][CH2:10][CH:11]([N:14]3[CH2:15][CH2:16][N:17]([CH2:25][c:24]4[cH:23][c:22]([O:21][CH3:20])[cH:29][cH:28][cH:27]4)[CH2:18][CH2:19]3)[CH2:12][CH2:13]2)[cH:6][cH:7]1. Starting materials: CCNCc1cccn1C, COc1ccccc1N(CC(=O)O)S(=O)(=O)c1ccccc1C. Yields the product CCN(Cc1cccn1C)C(=O)CN(c1ccccc1OC)S(=O)(=O)c1ccccc1C. As a reaction SMILES: [CH2:24]([CH3:25])[NH:26][CH2:27][c:28]1[n:29]([CH3:33])[cH:30][cH:31][cH:32]1.[CH3:1][O:2][c:3]1[c:4]([N:9]([S:10](=[O:11])(=[O:12])[c:13]2[c:14]([CH3:19])[cH:15][cH:16][cH:17][cH:18]2)[CH2:20][C:21](=[O:22])[OH:23])[cH:5][cH:6][cH:7][cH:8]1>>[CH3:1][O:2][c:3]1[c:4]([N:9]([S:10](=[O:11])(=[O:12])[c:13]2[c:14]([CH3:19])[cH:15][cH:16][cH:17][cH:18]2)[CH2:20][C:21](=[O:22])[N:26]([CH2:24][CH3:25])[CH2:27][c:28]2[n:29]([CH3:33])[cH:30][cH:31][cH:32]2)[cH:5][cH:6][cH:7][cH:8]1. The reactants are O1C=CC=2CN(CCC21)C(CCCCCC2=CC=CC=C2)=O (1-(6,7-dihydro-4H-furo[3,2-c]pyridin-5-yl)-6-phenylhexan-1-one), C(C)NCC (diethylamine), C=O (formaldehyde). Solvent: C(C)(=O)O (acetic acid). Reaction conditions: temperature 100 celsius, time 1.5 hour. Product: C(C)N(CC)CC1=CC=2CN(CCC2O1)C(CCCCCC1=CC=CC=C1)=O (1-(2-diethylaminomethyl-6,7-dihydro-4H-furo[3,2-c]pyridin-5-yl)-6-phenylhexan-1-one). As a reaction SMILES: [O:1]1[C:9]2[CH2:8][CH2:7][N:6]([C:10](=[O:22])[CH2:11][CH2:12][CH2:13][CH2:14][CH2:15][C:16]3[CH:21]=[CH:20][CH:19]=[CH:18][CH:17]=3)[CH2:5][C:4]=2[CH:3]=[CH:2]1.[CH2:23]([NH:25][CH2:26][CH3:27])[CH3:24].[CH2:28]=O>C(O)(=O)C>[CH2:23]([N:25]([CH2:28][C:2]1[O:1][C:9]2[CH2:8][CH2:7][N:6]([C:10](=[O:22])[CH2:11][CH2:12][CH2:13][CH2:14][CH2:15][C:16]3[CH:17]=[CH:18][CH:19]=[CH:20][CH:21]=3)[CH2:5][C:4]=2[CH:3]=1)[CH2:26][CH3:27])[CH3:24]. Procedure: To a solution of 0.347 g (1.167 mmol) of 1-(6,7-dihydro-4H-furo[3,2-c]pyridin-5-yl)-6-phenylhexan-1-one in 20 ml of acetic acid, 0.14 ml (1.4 mmol) of diethylamine and 0.11 g (1.4 mmol) of 37% aqueous formaldehyde were added, followed by stirring at 100° C. for 1.5 hours. After the solvent was distilled off under reduced pressure, the residual solution was alkalified with aqueous sodium hydroxide and extracted with dichloromethane 3 times. The combined organic layer was dried over anhydrous magn... Reactants: solution, C[Mg]Br (methyl magnesium bromide), ice, C(C1=CC=CC=C1)OC=1C=C2C=CNC2=CC1 (5-benzyloxyindole), C(=O)(OC)C=1C=C(C(=O)Cl)C=CC1 (3-carbmethoxybenzoyl chloride). The solvent is C(C)OCC (diethyl ether), O1CCCC1 (tetrahydrofuran), O1CCCC1 (THF). Reaction conditions: time 18 hour. Yields the product C(C1=CC=CC=C1)OC=1C=C2C(=CNC2=CC1)C(C1=CC(=CC=C1)C(=O)OC)=O (5-benzyloxy-3-(3-carbomethoxybenzoyl)indole). RXN SMILES: [CH2:1]([O:8][C:9]1[CH:10]=[C:11]2[C:15](=[CH:16][CH:17]=1)[NH:14][CH:13]=[CH:12]2)[C:2]1[CH:7]=[CH:6][CH:5]=[CH:4][CH:3]=1.C[Mg]Br.[C:21]([C:25]1[CH:26]=[C:27]([CH:31]=[CH:32][CH:33]=1)[C:28](Cl)=[O:29])([O:23][CH3:24])=[O:22]>O1CCCC1.C(OCC)C>[CH2:1]([O:8][C:9]1[CH:10]=[C:11]2[C:15](=[CH:16][CH:17]=1)[NH:14][CH:13]=[C:12]2[C:28](=[O:29])[C:27]1[CH:31]=[CH:32][CH:33]=[C:25]([C:21]([O:23][CH3:24])=[O:22])[CH:26]=1)[C:2]1[CH:3]=[CH:4][CH:5]=[CH:6][CH:7]=1. Procedure details: To a solution 5-benzyloxyindole (2.23 g, 10 mmol) in 5 ml of tetrahydrofuran (THF), cooled in an external ice bath, is added dropwise with stirring 6.15 ml of a 2 molar solution of methyl magnesium bromide in diethyl ether. The resulting mixture is stirred for an additional 15 minutes in the ice bath and a solution of 3-carbmethoxybenzoyl chloride in 10 ml of THF is added dropwise. The cooling bath is removed and the reaction mixture is stirred at room temperature for 18 hours. Water is then add... Starting materials: C(C)NCC1=CC=C(C=N1)C1=CC=C(C=C1)[C@@H]1[C@H](N(C(O1)(C)C)C(C(F)F)=O)CF (1-{(4S,5R)-5-[4-(6-Ethylaminomethyl-pyridin-3-yl)-phenyl]-4-fluoromethyl-2,2-dimethyl-oxazolidin-3-yl}-2,2-difluoro-ethanone), FC(C(=O)O)(F)F (trifluroacetic acid). Solvent: C([O-])(O)=O (bicarbonate), C(Cl)Cl (CH2Cl2). Conditions: time 5 hour. Product: C(C)NCC1=CC=C(C=N1)C1=CC=C(C=C1)[C@H]([C@H](CF)NC(C(F)F)=O)O (N-{(1R,2R)-2-[4-(6-Ethylaminomethyl-pyridin-3-yl)-phenyl]-1-fluoromethyl-2-hydroxy-ethyl}-2,2-difluoro-acetamide). The yield is 62.4%. RXN SMILES: [CH2:1]([NH:3][CH2:4][C:5]1[N:10]=[CH:9][C:8]([C:11]2[CH:16]=[CH:15][C:14]([C@H:17]3[O:21]C(C)(C)[N:19]([C:24](=[O:28])[CH:25]([F:27])[F:26])[C@@H:18]3[CH2:29][F:30])=[CH:13][CH:12]=2)=[CH:7][CH:6]=1)[CH3:2].FC(F)(F)C(O)=O>C(Cl)Cl.C(=O)(O)[O-]>[CH2:1]([NH:3][CH2:4][C:5]1[N:10]=[CH:9][C:8]([C:11]2[CH:12]=[CH:13][C:14]([C@@H:17]([OH:21])[C@@H:18]([NH:19][C:24](=[O:28])[CH:25]([F:26])[F:27])[CH2:29][F:30])=[CH:15][CH:16]=2)=[CH:7][CH:6]=1)[CH3:2]. Procedure: To a solution of 1-{(4S,5R)-5-[4-(6-Ethylaminomethyl-pyridin-3-yl)-phenyl]-4-fluoromethyl-2,2-dimethyl-oxazolidin-3-yl}-2,2-difluoro-ethanone (0.062 g, 0.147 mmol) in CH2Cl2 (5 mL) is added trifluroacetic acid (1.0 mL) at room temperature. The resulting reaction mixture is stirred at room temperature for 5 hours. Solvent is evaporated in vacuo to get the crude residue and diluted with aqueous bicarbonate solution and extracted with ethyl acetate. Organic layer is dried over sodium sulphate, conc...